This data is from the Open Reaction Database (ORD), a public repository of structured organic reaction records. The task is: describe an organic reaction: reactants, conditions, products, and yield Starting materials: acid chloride, ClC=1C(=C(C=CC1)C(C(=O)O)(C)C)F (2-(3-chloro-2-fluorophenyl)-2-methylpropanoic acid), S(=O)(Cl)Cl (thionyl chloride), C(CC(=O)OCC)(=O)OCC (diethyl malonate), [Mg+2].[Cl-].[Cl-] (MgCl2), TEA. Run in C(C)#N (ACN), C(C)#N (ACN). Reaction conditions: temperature 95 celsius, time 2 hour. Product: ClC=1C(=C(C=CC1)C(C(=O)C(C(=O)OCC)C(=O)OCC)(C)C)F (Diethyl 2-(2-(3-chloro-2-fluorophenyl)-2-methylpropanoyl)malonate). Yield: 67.9%. As a reaction SMILES: [Cl:1][C:2]1[C:3]([F:14])=[C:4]([C:8]([CH3:13])([CH3:12])[C:9]([OH:11])=O)[CH:5]=[CH:6][CH:7]=1.S(Cl)(Cl)=O.[C:19]([O:27][CH2:28][CH3:29])(=[O:26])[CH2:20][C:21]([O:23][CH2:24][CH3:25])=[O:22].[Mg+2].[Cl-].[Cl-]>C(#N)C>[Cl:1][C:2]1[C:3]([F:14])=[C:4]([C:8]([CH3:13])([CH3:12])[C:9]([CH:20]([C:21]([O:23][CH2:24][CH3:25])=[O:22])[C:19]([O:27][CH2:28][CH3:29])=[O:26])=[O:11])[CH:5]=[CH:6][CH:7]=1 |f:3.4.5|. Procedure: A mixture of 2-(3-chloro-2-fluorophenyl)-2-methylpropanoic acid (1.386 g, 6.40 mmol) and thionyl chloride (60.0 mL, 823 mmol) was stirred at 95° C. for 2 hours. The reaction was concentrated in vacuo, azeotroped using DCM (2×100 mL), and dried in vacuo to give the crude acid chloride. A solution of diethyl malonate (0.967 mL, 6.40 mmol) and MgCl2 (0.263 mL, 6.40 mmol) in ACN (40 mL) at 0° C., was treated dropwise with TEA (1.87 mL, 13.4 mmol), and the mixture was stirred at 25° C. for 3 hours. A... The reactants are ice water, C(C)(=O)[C@H]1[C@@H](N(C=2C=3N(C=CC2C1=O)C(=C(N3)C)C)C(C)=O)C3=CC=CC=C3 ((8R,9R)-8,10-diacetyl-2,3-dimethyl-9-phenyl-7,8,9,10-tetrahydroimidazo[1,2-h][1,7]naphthyridin-7-one), C([O-])([O-])=O.[K+].[K+] (potassium carbonate), [BH4-].[Na+] (sodium borohydride). Run in CO (methanol). Conditions: time 1 hour. Product: C(C)(=O)N1[C@@H]([C@H]([C@@H](C=2C=CN3C(C12)=NC(=C3C)C)O)O)C3=CC=CC=C3 ((7R,8R,9R)-10-Acetyl-7,8-dihydroxy-2,3-dimethyl-9-phenyl-7,8,9,10-tetrahydroimidazo[1,2-h]-[1,7]naphthyridine). RXN SMILES: C([C@@H:4]1[C:13](=[O:14])[C:12]2[CH:11]=[CH:10][N:9]3[C:15]([CH3:19])=[C:16]([CH3:18])[N:17]=[C:8]3[C:7]=2[N:6]([C:20](=[O:22])[CH3:21])[C@H:5]1[C:23]1[CH:28]=[CH:27][CH:26]=[CH:25][CH:24]=1)(=O)C.[BH4-].[Na+].C(=O)([O-])[O-:32].[K+].[K+]>CO>[C:20]([N:6]1[C:7]2[C:8]3=[N:17][C:16]([CH3:18])=[C:15]([CH3:19])[N:9]3[CH:10]=[CH:11][C:12]=2[C@@H:13]([OH:14])[C@H:4]([OH:32])[C@H:5]1[C:23]1[CH:28]=[CH:27][CH:26]=[CH:25][CH:24]=1)(=[O:22])[CH3:21] |f:1.2,3.4.5|. Procedure: 64 g of (8R,9R)-8,10-diacetyl-2,3-dimethyl-9-phenyl-7,8,9,10-tetrahydroimidazo[1,2-h][1,7]naphthyridin-7-one (crude product) are dissolved in 250 ml of methanol. 12.3 g of sodium borohydride are introduced with ice cooling. After stirring for 1 h, 23 g of potassium carbonate are added to the reaction mixture and it is stirred for a further 2 h at room temperature. It is then added to ice water and the precipitate is filtered off with suction. After washing the precipitate with acetone and ether,... Starting materials: stannous(II) chloride dihydrate, C(C)(C)C1=C(C(=CC(=C1)[N+](=O)[O-])C(C)C)NS(=O)(=O)C1=CC=C(C=C1)C (N-(2,6-diisopropyl-4-nitro-phenyl)-4-methyl-benzenesulfonamide), [OH-].[Na+] (sodium hydroxide). Solvent: C(C)(=O)OCC (ethyl acetate), C(C)O (ethanol). Run at temperature 80 celsius. Product: NC1=CC(=C(C(=C1)C(C)C)NS(=O)(=O)C1=CC=C(C=C1)C)C(C)C (N-(4-Amino-2,6-diisopropyl-phenyl)-4-methyl-benzenesulfonamide). Isolated yield 75.9%. Reaction SMILES: [CH:1]([C:4]1[CH:9]=[C:8]([N+:10]([O-])=O)[CH:7]=[C:6]([CH:13]([CH3:15])[CH3:14])[C:5]=1[NH:16][S:17]([C:20]1[CH:25]=[CH:24][C:23]([CH3:26])=[CH:22][CH:21]=1)(=[O:19])=[O:18])([CH3:3])[CH3:2].[OH-].[Na+]>C(O)C.C(OCC)(=O)C>[NH2:10][C:8]1[CH:9]=[C:4]([CH:1]([CH3:3])[CH3:2])[C:5]([NH:16][S:17]([C:20]2[CH:21]=[CH:22][C:23]([CH3:26])=[CH:24][CH:25]=2)(=[O:19])=[O:18])=[C:6]([CH:13]([CH3:15])[CH3:14])[CH:7]=1 |f:1.2|. Reported procedure: To a suspension of N-(2,6-diisopropyl-4-nitro-phenyl)-4-methyl-benzenesulfonamide (3.72 g) in ethanol (50 mL) was added stannous(II) chloride dihydrate (11.2 g) and the mixture was heated to 80° C. for 1.5 hour. It was then poured onto ice (300 mL), made strongly basic with solid sodium hydroxide (20 g) and diluted with ethyl acetate (100 mL). The suspension was filtered and extracted with ethyl acetate (3×100 mL). The combined organic phases were dried over sodium sulfate and concentrated in va... The reactants are hydroxypropylcellulose, CC(COC)OCC(COC)OC (PPG 27 glyceryl ether), C(CCCCCCC)C(CO)CCCCCCCCCC (2-octyl dodecanol), propylenecarbonate. Run in O (water). Run at temperature 70 celsius. Yields the product acetal dibenzylidene sorbitol, CC(COC(C)CO)O (dipropyleneglycol), C(C(C)O)O (propylene glycol). As a reaction SMILES: [CH3:1][CH:2]([O:6][CH2:7][CH:8]([O:12]C)[CH2:9]OC)[CH2:3][O:4]C.C(C(CCCCCCCCCC)CO)CCCCCCC>O>[CH3:9][CH:8]([OH:12])[CH2:7][O:6][CH:2]([CH2:3][OH:4])[CH3:1].[CH2:3]([OH:4])[CH:2]([OH:6])[CH3:1]. Procedure details: The hydroxypropylcellulose is dispersed in deionized water until complete swelling takes place. A solution of acetal dibenzylidene sorbitol, dipropyleneglycol, PEG 300 and propylene glycol is prepared, it is heated to 70° C. and then the propylenecarbonate is added, under stirring. The solution of PPG 27 glyceryl ether, Cosmacol ELI, 2-octyl dodecanol, perfume and preservative, previously prepared, is added to this solution, the temperature being maintained constant at 70° C. Reactants: [F-].C(CCC)[N+](CCCC)(CCCC)CCCC (Tetrabutylammonium fluoride), [Si](C)(C)(C(C)(C)C)OC[C@@H](C)OC[C@@H](C(=O)NC1=NC=C(C=C1)Cl)OC1=C2C(=NC=N1)N(N=C2)C2=NC=CC=C2Cl ((2S)-3-((R)-1-(tert-butyldimethylsilyloxy)propan-2-yloxy)-N-(5-chloropyridin-2-yl)-2-(1-(3-chloropyridin-2-yl)-1H-pyrazolo[3,4-d]pyrimidin-4-yloxy)propanamide). Solvent: C1CCOC1 (THF). Run at time 1 hour. The product is ClC=1C=CC(=NC1)NC([C@H](CO[C@@H](CO)C)OC1=C2C(=NC=N1)N(N=C2)C2=NC=CC=C2Cl)=O ((2S)—N-(5-chloropyridin-2-yl)-2-(1-(3-chloropyridin-2-yl)-1H-pyrazolo[3,4-d]pyrimidin-4-yloxy)-3-((R)-1-hydroxypropan-2-yloxy)propanamide). Isolated yield 68.6%. RXN SMILES: [F-].C([N+](CCCC)(CCCC)CCCC)CCC.[Si]([O:26][CH2:27][C@H:28]([O:30][CH2:31][C@H:32]([O:43][C:44]1[N:49]=[CH:48][N:47]=[C:46]2[N:50]([C:53]3[C:58]([Cl:59])=[CH:57][CH:56]=[CH:55][N:54]=3)[N:51]=[CH:52][C:45]=12)[C:33]([NH:35][C:36]1[CH:41]=[CH:40][C:39]([Cl:42])=[CH:38][N:37]=1)=[O:34])[CH3:29])(C(C)(C)C)(C)C>C1COCC1>[Cl:42][C:39]1[CH:40]=[CH:41][C:36]([NH:35][C:33](=[O:34])[C@@H:32]([O:43][C:44]2[N:49]=[CH:48][N:47]=[C:46]3[N:50]([C:53]4[C:58]([Cl:59])=[CH:57][CH:56]=[CH:55][N:54]=4)[N:51]=[CH:52][C:45]=23)[CH2:31][O:30][C@H:28]([CH3:29])[CH2:27][OH:26])=[N:37][CH:38]=1 |f:0.1|. Reported procedure: Tetrabutylammonium fluoride (1M in THF) (0.892 mL, 0.89 mmol) was added to (2S)-3-((R)-1-(tert-butyldimethylsilyloxy)propan-2-yloxy)-N-(5-chloropyridin-2-yl)-2-(1-(3-chloropyridin-2-yl)-1H-pyrazolo[3,4-d]pyrimidin-4-yloxy)propanamide (Intermediate AN4) (460 mg, 0.74 mmol) in THF (5 mL) under nitrogen. The resulting mixture was stirred at room temperature for 1 hour. The reaction mixture was quenched with saturated NH4Cl (10 mL), extracted with EtOAc (3×15 mL), the combined organic layers were ba... Reactants: CCOC(=O)C(C)(C)S(=O)(=O)c1ccc(Cl)nc1, C1CCOC1, C[Si](C)(C)[O-], [K+]. Yields the product CC(C)(C(=O)O)S(=O)(=O)c1ccc(Cl)nc1. RXN SMILES: [CH2:1]([CH3:2])[O:3][C:4]([C:5]([CH3:6])([CH3:7])[S:8](=[O:9])(=[O:10])[c:11]1[cH:12][n:13][c:14]([Cl:17])[cH:15][cH:16]1)=[O:18].[CH2:25]1[O:26][CH2:27][CH2:28][CH2:29]1.[CH3:19][Si:20]([CH3:21])([CH3:22])[O-:23].[K+:24]>>[O:3]=[C:4]([C:5]([CH3:6])([CH3:7])[S:8](=[O:9])(=[O:10])[c:11]1[cH:12][n:13][c:14]([Cl:17])[cH:15][cH:16]1)[OH:18].